This data is from the Open Reaction Database (ORD), a public repository of structured organic reaction records. The task is: describe an organic reaction: reactants, conditions, products, and yield The reactants are [BH4-], CO, [Na+], CC(=O)Oc1ccc2c(c1)CCC2=O. Yields the product CC(=O)Oc1ccc2c(c1)CCC2O. RXN SMILES: [BH4-:15].[CH3:17][OH:18].[Na+:16].[O:1]=[C:2]1[CH2:3][CH2:4][c:5]2[cH:6][c:7]([O:11][C:12]([CH3:13])=[O:14])[cH:8][cH:9][c:10]21>>[OH:1][CH:2]1[CH2:3][CH2:4][c:5]2[cH:6][c:7]([O:11][C:12]([CH3:13])=[O:14])[cH:8][cH:9][c:10]21. Starting materials: O=[N+]([O-])c1ccccc1C=C1CCCCC1, CC(=O)O, [Fe]. Product: Nc1ccccc1C=C1CCCCC1. As a reaction SMILES: [C:1]1(=[CH:7][c:8]2[c:9]([N+:14]([O-:15])=[O:16])[cH:10][cH:11][cH:12][cH:13]2)[CH2:2][CH2:3][CH2:4][CH2:5][CH2:6]1.[CH3:17][C:18](=[O:19])[OH:20].[Fe:21]>>[C:1]1(=[CH:7][c:8]2[c:9]([NH2:14])[cH:10][cH:11][cH:12][cH:13]2)[CH2:2][CH2:3][CH2:4][CH2:5][CH2:6]1. Reactants: NC=1C=C(C=CC1)C#CC=1C=NC=C(C(=O)OC)C1 (methyl 5-((3-aminophenyl)ethynyl)nicotinate), FC1=C(C(=O)O)C=C(C=C1)C (2-fluoro-5-methylbenzoic acid). Yields the product FC1=C(C(=O)NC=2C=C(C=CC2)C#CC=2C=NC=C(C(=O)OC)C2)C=C(C=C1)C (Methyl 5-((3-(2-fluoro-5-methylbenzamido)phenyl)ethynyl)nicotinate). Reaction SMILES: [NH2:1][C:2]1[CH:3]=[C:4]([C:8]#[C:9][C:10]2[CH:11]=[N:12][CH:13]=[C:14]([CH:19]=2)[C:15]([O:17][CH3:18])=[O:16])[CH:5]=[CH:6][CH:7]=1.[F:20][C:21]1[CH:29]=[CH:28][C:27]([CH3:30])=[CH:26][C:22]=1[C:23](O)=[O:24]>>[F:20][C:21]1[CH:29]=[CH:28][C:27]([CH3:30])=[CH:26][C:22]=1[C:23]([NH:1][C:2]1[CH:3]=[C:4]([C:8]#[C:9][C:10]2[CH:11]=[N:12][CH:13]=[C:14]([CH:19]=2)[C:15]([O:17][CH3:18])=[O:16])[CH:5]=[CH:6][CH:7]=1)=[O:24]. Reported procedure: In a manner similar to that described in Example 1, methyl 5-((3-aminophenyl)ethynyl)nicotinate and 2-fluoro-5-methylbenzoic acid are converted to the title compound. Reactants: COC=1C(=C2C=NNC(C2=CC1)=O)C#CCCCC1=CC=CC=C1 (6-methoxy-5-(5-phenyl-pent-1-ynyl)-2H-phthalazin-1-one), O=P(Cl)(Cl)Cl (POCl3). The solvent is C(Cl)Cl (CH2Cl2). Run at temperature 80 celsius, time 30 minute. The product is ClC1=NN=CC2=C(C(=CC=C12)OC)C#CCCCC1=CC=CC=C1 (1-Chloro-6-methoxy-5-(5-phenyl-pent-1-ynyl)-phthalazine). Reaction SMILES: [CH3:1][O:2][C:3]1[C:4]([C:14]#[C:15][CH2:16][CH2:17][CH2:18][C:19]2[CH:24]=[CH:23][CH:22]=[CH:21][CH:20]=2)=[C:5]2[C:10](=[CH:11][CH:12]=1)[C:9](=O)[NH:8][N:7]=[CH:6]2.O=P(Cl)(Cl)[Cl:27]>C(Cl)Cl>[Cl:27][C:9]1[C:10]2[C:5](=[C:4]([C:14]#[C:15][CH2:16][CH2:17][CH2:18][C:19]3[CH:24]=[CH:23][CH:22]=[CH:21][CH:20]=3)[C:3]([O:2][CH3:1])=[CH:12][CH:11]=2)[CH:6]=[N:7][N:8]=1. Procedure details: A suspension of 6-methoxy-5-(5-phenyl-pent-1-ynyl)-2H-phthalazin-1-one (1.26 g, 3.96 mmoles), prepared as described in example 64, and POCl3 (30 ml) was heated at 80° C. under stirring up to dissolution. After 30 minutes the solution was brought to dryness, the residue dissolved in CH2Cl2, washed to alkalinity with a diluted solution of K2CO3, then with water, anhydrified over Na2SO4 and brought to dryness to give 1.33 g of the title compound (quantitative yield). The compound was used as such i... Reactants: FC1=C(C=CC=C1)CC(=O)O (o-fluorophenylacetic acid), CN(C=O)C (N,N-dimethylformamide), S(=O)(Cl)Cl (thionyl chloride). The solvent is C1(=CC=CC=C1)C (toluene). Run at temperature 22.5 celsius, time 20 minute. The product is FC1=C(C=CC=C1)CC(=O)Cl (2-fluorobenzenacetyl chloride). Reaction SMILES: [F:1][C:2]1[CH:7]=[CH:6][CH:5]=[CH:4][C:3]=1[CH2:8][C:9]([OH:11])=O.CN(C)C=O.S(Cl)([Cl:19])=O>C1(C)C=CC=CC=1>[F:1][C:2]1[CH:7]=[CH:6][CH:5]=[CH:4][C:3]=1[CH2:8][C:9]([Cl:19])=[O:11]. Reported procedure: A solution of 50.0 g of o-fluorophenylacetic acid in 150 mL of toluene and 2.2 g of N,N-dimethylformamide is added to 50.2 g (31.7 mL) of thionyl chloride with efficient stirring over a period of 20 minutes while maintaining an internal temperature of 20-25° C. After addition, the mixture is stirred for 3 hours at 20-25° C., and concentrated to dryness under reduced pressure (66-76 mm Hg, bath temperature 65-70° C.) to obtain 2-fluorobenzenacetyl chloride as an oil. Starting materials: ClCC1=C(N=C(S1)N)C(F)(F)F (5-(chloromethyl)-4-(trifluoromethyl)thiazol-2-amine), N1C(C2(C3=CC=CC=C13)C1=C(OC2)C=C2OCCC2=C1)=O (5,6-dihydrospiro[benzo[1,2-b:5,4-b′]difuran-3,3′-indol]-2′(1′H)-one), BrCC1OCCCC1 (2-(bromomethyl)tetrahydro-2H-pyran), spiro[furo[2,3-f][1,3]benzodioxole-7,3′-indol]-2″(1′H)-one. Yields the product NC=1SC(=C(N1)C(F)(F)F)CN1C(C2(C3=CC=CC=C13)COC=1C2=CC2=C(OCO2)C1)=O (1′-{[2-amino-4-(trifluoromethyl)-1,3-thiazol-5-yl]methyl}spiro[furo[2,3-f][1,3]benzodioxole-7,3′-indol]-2′(1′H)-one). Reaction SMILES: Cl[CH2:2][C:3]1[S:7][C:6]([NH2:8])=[N:5][C:4]=1[C:9]([F:12])([F:11])[F:10].BrCC1CCCC[O:16]1.[NH:21]1[C:29]2[C:24](=[CH:25][CH:26]=[CH:27][CH:28]=2)[C:23]2([CH2:33][O:32][C:31]3[CH:34]=[C:35]4[C:39](=[CH:40][C:30]2=3)C[CH2:37][O:36]4)[C:22]1=[O:41]>>[NH2:8][C:6]1[S:7][C:3]([CH2:2][N:21]2[C:29]3[C:24](=[CH:25][CH:26]=[CH:27][CH:28]=3)[C:23]3([C:30]4=[CH:40][C:39]5[O:16][CH2:37][O:36][C:35]=5[CH:34]=[C:31]4[O:32][CH2:33]3)[C:22]2=[O:41])=[C:4]([C:9]([F:12])([F:11])[F:10])[N:5]=1. Reported procedure: Following the procedure as described in EXAMPLE 4 and making non-critical variations using 5-(chloromethyl)-4-(trifluoromethyl)thiazol-2-amine to replace 2-(bromomethyl)tetrahydro-2H-pyran, and spiro[furo[2,3-f][1,3]benzodioxole-7,3′-indol]-2″(1′H)-one to replace 5,6-dihydrospiro[benzo[1,2-b:5,4-b′]difuran-3,3′-indol]-2′(1′H)-one, 1′-{[2-amino-4-(trifluoromethyl)-1,3-thiazol-5-yl]methyl}spiro[furo[2,3-f][1,3]benzodioxole-7,3′-indol]-2′(1′H)-one was obtained (4.0%) as a colorless solid: mp 165-16... Reactants: C(C=C)[C@H](C1=CC2=C(C=C1)OCO2)NC(=O)N (N-[(R)-α-Allyl-(3,4-methylenedioxy)benzyl] urea). Reagents/catalysts: [Pd] (Palladium on Carbon). Solvent: C(C)O (ethanol). Product: C(CC)[C@H](C1=CC2=C(C=C1)OCO2)NC(=O)N (N-[(R)-α-propyl-(3,4-methylenedioxy)benzyl] urea). Yield: 99.0%. Reaction SMILES: [CH2:1]([C@@H:4]([NH:14][C:15]([NH2:17])=[O:16])[C:5]1[CH:10]=[CH:9][C:8]2[O:11][CH2:12][O:13][C:7]=2[CH:6]=1)[CH:2]=[CH2:3]>C(O)C.[Pd]>[CH2:1]([C@@H:4]([NH:14][C:15]([NH2:17])=[O:16])[C:5]1[CH:10]=[CH:9][C:8]2[O:11][CH2:12][O:13][C:7]=2[CH:6]=1)[CH2:2][CH3:3]. Reported procedure: A solution of N-[(R)-α-allyl-(3,4-methylenedioxy)benzyl] urea (7) in ethanol (5 mL) was hydrogenated at 40 p.s.i. over 10% Palladium on Carbon (40 mg) for 30 minutes. The reaction was filtered and evaporated to dryness to afford 350 mg (99%) of the title compound as a white solid. NMR (CDCl3): δ 0.91 (t, J=8 Hz, 3 H), 1.1-1.5 (m, 2 H), 1.5-1.9 (m, 2 H), 3.8-5.0 (v b s, 2 H), 4.46 (v br q, J=8 Hz, 1 H), 4.96 (b d, 1 H), 5.95 (s, 2 H), 6.76 (s, 2 H), 6.79 (s, 1 H). Reactants: CS(=O)(=O)OCC1=NC(=CC=C1)NC(=O)OC(C)(C)C ({6-[(tert-butoxycarbonyl)amino]pyridin-2-yl}methyl methanesulfonate), CN1CCNCC1 (N-methyl piperazine), C([O-])([O-])=O.[K+].[K+] (potassium carbonate). The solvent is C(C)#N (acetonitrile). Reaction conditions: time 16 hour. Product: CN1CCN(CC1)CC1=CC=CC(=N1)NC(OC(C)(C)C)=O (tert-butyl {6-[(4-methylpiperazin-1-yl)methyl]pyridin-2-yl}carbamate). As a reaction SMILES: CS(O[CH2:6][C:7]1[CH:12]=[CH:11][CH:10]=[C:9]([NH:13][C:14]([O:16][C:17]([CH3:20])([CH3:19])[CH3:18])=[O:15])[N:8]=1)(=O)=O.[CH3:21][N:22]1[CH2:27][CH2:26][NH:25][CH2:24][CH2:23]1.C(=O)([O-])[O-].[K+].[K+]>C(#N)C>[CH3:21][N:22]1[CH2:27][CH2:26][N:25]([CH2:6][C:7]2[N:8]=[C:9]([NH:13][C:14](=[O:15])[O:16][C:17]([CH3:20])([CH3:19])[CH3:18])[CH:10]=[CH:11][CH:12]=2)[CH2:24][CH2:23]1 |f:2.3.4|. Reported procedure: To a solution {6-[(tert-butoxycarbonyl)amino]pyridin-2-yl}methyl methanesulfonate (156 mg, 0.518 mmol) in acetonitrile (2.5 mL) was added N-methyl piperazine (103 mg, 1.03 mmol) and potassium carbonate (214 mg, 1.55 mmol) at room temperature. After 16 hours, the reaction mixture was quenched with saturated aqueous sodium bicarbonate, partially concentrated under reduced pressure, and then diluted with ethyl acetate. The organic layer was separated, dried over magnesium sulfate, filtered, and con... The reactants are FC1=CC=C(CNC(=O)C2=NC(=C3C=CC=NC3=C2O)N2CCSCC2)C=C1 (N-(4-fluorobenzyl)-8-hydroxy-5-thiomorpholin-4-yl-1,6-naphthyridine-7-carboxamide), OOS(=O)[O-].[K+] (Oxone), solution. Run in CO (methanol). Run at time 28 hour. The product is O=S1(CCN(CC1)C1=C2C=CC=NC2=C(C(=N1)C(=O)NCC1=CC=C(C=C1)F)O)=O (5-(1,1-dioxidothiomorpholin-4-yl)-N-(4-fluorobenzyl)-8-hydroxy-1,6-naphthyridine-7-carboxamide). RXN SMILES: [F:1][C:2]1[CH:28]=[CH:27][C:5]([CH2:6][NH:7][C:8]([C:10]2[C:19]([OH:20])=[C:18]3[C:13]([CH:14]=[CH:15][CH:16]=[N:17]3)=[C:12]([N:21]3[CH2:26][CH2:25]S[CH2:23][CH2:22]3)[N:11]=2)=[O:9])=[CH:4][CH:3]=1.O[O:30][S:31]([O-:33])=O.[K+]>CO>[O:30]=[S:31]1(=[O:33])[CH2:25][CH2:26][N:21]([C:12]2[N:11]=[C:10]([C:8]([NH:7][CH2:6][C:5]3[CH:4]=[CH:3][C:2]([F:1])=[CH:28][CH:27]=3)=[O:9])[C:19]([OH:20])=[C:18]3[C:13]=2[CH:14]=[CH:15][CH:16]=[N:17]3)[CH2:22][CH2:23]1 |f:1.2|. Procedure: A solution of N-(4-fluorobenzyl)-8-hydroxy-5-thiomorpholin-4-yl-1,6-naphthyridine-7-carboxamide (0.19 g, 0.49 mmol) in methanol (25 mL) was treated with an aqueous solution of Oxone (7.5 mL of a 1M solution, 0.75 mmol) and stirred at room temperature for 28 hr. The solvent was evaporated in vacuo and the residue partitioned between water and CH2Cl2. The organic extracts were purified by reverse phase HPLC. (Vydak C18, Gradient elution with Water:Acetonitrile 95:5 to 5:95 with 0.1% TFA at 30 mL/m...